From a dataset of the Open Reaction Database (ORD), a public repository of structured organic reaction records. describe an organic reaction: reactants, conditions, products, and yield The reactants are C(C)OC(CC=1N(N=CC1)C=1SC=CN1)=O ((2-thiazol-2-yl-2H-pyrazol-3-yl)-acetic acid ethyl ester), CI (methyl iodide), C([O-])([O-])=O.[Cs+].[Cs+] (cesium carbonate). Run in CN(C)C=O (DMF). Reaction conditions: time 8 hour. The product is C(C)OC(C(C)C=1N(N=CC1)C=1SC=CN1)=O (2-(2-thiazol-2-yl-2H-pyrazol-3-yl)-propionic acid ethyl ester). Reaction SMILES: [CH2:1]([O:3][C:4](=[O:16])[CH2:5][C:6]1[N:7]([C:11]2[S:12][CH:13]=[CH:14][N:15]=2)[N:8]=[CH:9][CH:10]=1)[CH3:2].CI.[C:19](=O)([O-])[O-].[Cs+].[Cs+]>CN(C=O)C>[CH2:1]([O:3][C:4](=[O:16])[CH:5]([C:6]1[N:7]([C:11]2[S:12][CH:13]=[CH:14][N:15]=2)[N:8]=[CH:9][CH:10]=1)[CH3:19])[CH3:2] |f:2.3.4|. Procedure details: A mixture of (2-thiazol-2-yl-2H-pyrazol-3-yl)-acetic acid ethyl ester (100 mg, 0.42 mmol), methyl iodide (66 mg, 0.46 mmol) and cesium carbonate (151 mg, 0.46 mmol) in DMF (6 mL) is stirred at room temperature overnight. The reaction is quenched with NH4Cl (aq.) (6 mL) and ethyl acetate (30 mL). The organic layer is separated and the aqueous layer is extracted with ethyl acetate (3×30 mL). The combined organic layers are dried and the solvent removed. The crude is purified by PTLC (hexane/ethyl ... The reactants are CC1(CO)COCC(=O)N1Cc1ccccc1, COCCO[Al+]OCCOC, CCO, Cc1ccccc1, [H-], [H-], [Na+], [Na+], [OH-]. The product is CC1(CO)COCCN1Cc1ccccc1. Reaction SMILES: [CH2:15]([c:16]1[cH:17][cH:18][cH:19][cH:20][cH:21]1)[N:22]1[C:23](=[O:31])[CH2:24][O:25][CH2:26][C:27]1([CH3:28])[CH2:29][OH:30].[CH3:2][O:3][CH2:4][CH2:5][O:6][Al+:7][O:8][CH2:9][CH2:10][O:11][CH3:12].[CH3:32][CH2:33][OH:34].[CH3:37][c:38]1[cH:39][cH:40][cH:41][cH:42][cH:43]1.[H-:14].[H-:1].[Na+:13].[Na+:36].[OH-:35]>>[CH2:15]([c:16]1[cH:17][cH:18][cH:19][cH:20][cH:21]1)[N:22]1[CH2:23][CH2:24][O:25][CH2:26][C:27]1([CH3:28])[CH2:29][OH:30]. Reactants: O=C([O-])O, CC(=O)OC(C)=O, ClCCl, Cl, NC1CCN(c2ccc(N3CC(COc4ccon4)OC3=O)cc2F)C1, [Na+]. Yields the product CC(=O)NC1CCN(c2ccc(N3CC(COc4ccon4)OC3=O)cc2F)C1. RXN SMILES: [C:28](=[O:29])([OH:30])[O-:31].[CH3:33][C:34](=[O:35])[O:36][C:37](=[O:38])[CH3:39].[Cl:40][CH2:41][Cl:42].[ClH:1].[NH2:2][CH:3]1[CH2:4][N:5]([c:8]2[c:9]([F:27])[cH:10][c:11]([N:14]3[C:15](=[O:26])[O:16][CH:17]([CH2:19][O:20][c:21]4[n:22][o:23][cH:24][cH:25]4)[CH2:18]3)[cH:12][cH:13]2)[CH2:6][CH2:7]1.[Na+:32]>>[NH:2]([CH:3]1[CH2:4][N:5]([c:8]2[c:9]([F:27])[cH:10][c:11]([N:14]3[C:15](=[O:26])[O:16][CH:17]([CH2:19][O:20][c:21]4[n:22][o:23][cH:24][cH:25]4)[CH2:18]3)[cH:12][cH:13]2)[CH2:6][CH2:7]1)[C:34]([CH3:33])=[O:35]. The reactants are BrC(Br)(Br)Br, CS(=O)(=O)c1ccc(C(CC2CCCC2)C(=O)Nc2cnc(CO)cn2)cc1Cl, C1CCOC1, c1ccc(P(c2ccccc2)c2ccccc2)cc1. Product: CS(=O)(=O)c1ccc(C(CC2CCCC2)C(=O)Nc2cnc(CBr)cn2)cc1Cl. As a reaction SMILES: [C:49]([Br:50])([Br:51])([Br:52])[Br:53].[Cl:1][c:2]1[cH:3][c:4]([CH:12]([C:13](=[O:14])[NH:15][c:16]2[n:17][cH:18][c:19]([CH2:22][OH:23])[n:20][cH:21]2)[CH2:24][CH:25]2[CH2:26][CH2:27][CH2:28][CH2:29]2)[cH:5][cH:6][c:7]1[S:8](=[O:9])(=[O:10])[CH3:11].[O:54]1[CH2:55][CH2:56][CH2:57][CH2:58]1.[c:30]1([P:31]([c:32]2[cH:33][cH:34][cH:35][cH:36][cH:37]2)[c:38]2[cH:39][cH:40][cH:41][cH:42][cH:43]2)[cH:44][cH:45][cH:46][cH:47][cH:48]1>>[Cl:1][c:2]1[cH:3][c:4]([CH:12]([C:13](=[O:14])[NH:15][c:16]2[n:17][cH:18][c:19]([CH2:22][Br:50])[n:20][cH:21]2)[CH2:24][CH:25]2[CH2:26][CH2:27][CH2:28][CH2:29]2)[cH:5][cH:6][c:7]1[S:8](=[O:9])(=[O:10])[CH3:11]. Reactants: Cl.ClC1=NC=NC2=CC(=C(C=C12)OC)OC (4-chloro-6,7-dimethoxyquinazoline hydrochloride), BrC1=CC(=C(N)C=C1O)F (4-bromo-2-fluoro-5-hydroxyaniline). The solvent is C(C)(C)O (isopropanol). The product is Cl.ClC1=CC(=C(NC2=NC=NC3=CC(=C(C=C23)OC)OC)C=C1O)F (4-(4-chloro-2-fluoro-5-hydroxyanilino)-6,7-dimethoxyquinazoline hydrochloride). Yield: 46.9%. As a reaction SMILES: [ClH:1].[Cl:2][C:3]1[C:12]2[C:7](=[CH:8][C:9]([O:15][CH3:16])=[C:10]([O:13][CH3:14])[CH:11]=2)[N:6]=[CH:5][N:4]=1.Br[C:18]1[C:24]([OH:25])=[CH:23][C:21]([NH2:22])=[C:20]([F:26])[CH:19]=1>C(O)(C)C>[ClH:2].[Cl:1][C:18]1[C:24]([OH:25])=[CH:23][C:21]([NH:22][C:3]2[C:12]3[C:7](=[CH:8][C:9]([O:15][CH3:16])=[C:10]([O:13][CH3:14])[CH:11]=3)[N:6]=[CH:5][N:4]=2)=[C:20]([F:26])[CH:19]=1 |f:0.1,4.5|. Procedure: A mixture of 4-chloro-6,7-dimethoxyquinazoline hydrochloride (2.1 g, 8 mmol), (prepared as described for the starting material in Example 1 but without the aqueous work up), and 4-chloro-2-fluoro-5-hydroxyaniline (1.43 g, 8.9 mmol), (as described in EP 61741 A2), in isopropanol (150 ml) was heated at reflux for 2 hours. The mixture was allowed to cool, the solid product collected by filtration, washed with isopropanol and dried to give 4-(4-chloro-2-fluoro-5-hydroxyanilino)-6,7-dimethoxyquinazol...